Dataset: the Open Reaction Database (ORD), a public repository of structured organic reaction records. Task: describe an organic reaction: reactants, conditions, products, and yield The product is CSC1=NC=NC2=C1N=C(N=C2N2CCOCC2)N2CCNCC2 (8-Methylthio-4-morpholino-2-piperazino-pyrimido-[5,4-d]-pyrimidine). Reactants: C(=O)N1CCN(CC1)C=1N=C(C2=C(N1)C(=NC=N2)SC)N2CCOCC2 (2-(N-formyl-piperazino)-8-methylthio-4-morpholino-pyrimido-[5,4-d]-pyrimidine), Cl (hydrochloric acid). RXN SMILES: C([N:3]1[CH2:8][CH2:7][N:6]([C:9]2[N:10]=[C:11]([N:21]3[CH2:26][CH2:25][O:24][CH2:23][CH2:22]3)[C:12]3[N:18]=[CH:17][N:16]=[C:15]([S:19][CH3:20])[C:13]=3[N:14]=2)[CH2:5][CH2:4]1)=O.Cl>C(O)C>[CH3:20][S:19][C:15]1[C:13]2[N:14]=[C:9]([N:6]3[CH2:5][CH2:4][NH:3][CH2:8][CH2:7]3)[N:10]=[C:11]([N:21]3[CH2:22][CH2:23][O:24][CH2:25][CH2:26]3)[C:12]=2[N:18]=[CH:17][N:16]=1. Solvent: C(C)O (ethanol). Reported procedure: 1.5 gm (0.004 mol) of 2-(N-formyl-piperazino)-8-methylthio-4-morpholino-pyrimido-[5,4-d]-pyrimidine (m.p.: 205°-207° C.) were dissolved in 200 ml of absolute ethanol. After addition of 10 ml of ethanolic hydrochloric acid, the solution was refluxed for 20 minutes. The solvent was then evaporated in vacuo, and the residue was taken up in about 50 ml of water. The resulting solution of the hydrochloride was adjusted to about pH 10, whereby the free base was obtained as an initially oily precipitat... The reactants are CCO, CN(C(=O)C=Cc1cccc([N+](=O)[O-])c1)C1CCC2(O)C3Cc4ccc(O)c5c4C2(CCN3CC2CC2)C1O5, [Cl-], [Na+], [OH-], O, O. Yields the product CN(C(=O)C=Cc1cccc(N)c1)C1CCC2(O)C3Cc4ccc(O)c5c4C2(CCN3CC2CC2)C1O5, Cl. RXN SMILES: [CH3:45][CH2:46][OH:47].[CH:1]1([CH2:4][N:5]2[CH:6]3[C:7]4([OH:39])[CH2:8][CH2:9][CH:10]([N:24]([C:25]([CH:26]=[CH:27][c:28]5[cH:29][c:30]([N+:34]([O-:35])=[O:36])[cH:31][cH:32][cH:33]5)=[O:37])[CH3:38])[CH:11]5[C:12]4([c:13]4[c:14]([c:15]([OH:20])[cH:16][cH:17][c:18]4[CH2:19]3)[O:21]5)[CH2:22][CH2:23]2)[CH2:2][CH2:3]1.[Cl-:42].[Na+:44].[OH-:43].[OH2:40].[OH2:41]>>[CH:1]1([CH2:4][N:5]2[CH:6]3[C:7]4([OH:39])[CH2:8][CH2:9][CH:10]([N:24]([C:25]([CH:26]=[CH:27][c:28]5[cH:29][c:30]([NH2:34])[cH:31][cH:32][cH:33]5)=[O:37])[CH3:38])[CH:11]5[C:12]4([c:13]4[c:14]([c:15]([OH:20])[cH:16][cH:17][c:18]4[CH2:19]3)[O:21]5)[CH2:22][CH2:23]2)[CH2:2][CH2:3]1.[ClH:42]. Reaction SMILES: [C:1]([N:4]1[C:12]2[C:7](=[C:8]([CH3:23])[C:9]([CH2:21]Cl)=[C:10]([CH3:20])[C:11]=2[NH:13][C:14](=[O:19])[C:15]([CH3:18])([CH3:17])[CH3:16])[CH2:6][CH2:5]1)(=[O:3])[CH3:2].[C:24]([O-:27])(=[O:26])[CH3:25].[K+]>CC#N.CN(C=O)C>[C:1]([N:4]1[C:12]2[C:7](=[C:8]([CH3:23])[C:9]([CH2:21][O:27][C:24](=[O:26])[CH3:25])=[C:10]([CH3:20])[C:11]=2[NH:13][C:14](=[O:19])[C:15]([CH3:18])([CH3:17])[CH3:16])[CH2:6][CH2:5]1)(=[O:3])[CH3:2] |f:1.2,3.4|. The product is C(C)(=O)N1CCC2=C(C(=C(C(=C12)NC(C(C)(C)C)=O)C)COC(C)=O)C (N-(1-acetyl-5-acetoxymethyl-4,6-dimethylindolin-7-yl)-2,2-dimethylpropanamide). The reactants are C(C)(=O)N1CCC2=C(C(=C(C(=C12)NC(C(C)(C)C)=O)C)CCl)C (N-(1-Acetyl-5-chloromethyl-4,6-dimethylindolin-7-yl)-2,2-dimethylpropanamide), C(C)(=O)[O-].[K+] (Potassium acetate). The yield is 100.1%. Reported procedure: N-(1-Acetyl-5-chloromethyl-4,6-dimethylindolin-7-yl)-2,2-dimethylpropanamide (7.0 g) was dissolved in a mixed solvent (50 ml) of CH3CN/DMF=1/1. Potassium acetate (12.0 g) was added and the mixture was stirred at 60° C. for 1 hr. CH3CN was evaporated under reduced pressure and AcOEt (200 ml) was added. After washing with water, the mixture was dried over anhydrous sodium sulfate, and AcOEt was evaporated under reduced pressure. The residue was purified by silica gel column chromatography (eluent:... Solvent: CC#N.CN(C)C=O (CH3CN DMF). Run at temperature 60 celsius, time 1 hour. Reactants: FC1=C(C(=CC=C1)OC=1C=NC2=C(C=CC=C2C1)F)C(C(C)=O)O (1-[2-fluoro-6-(8-fluoroquinolin-3-yloxy)-phenyl]-1-hydroxy-propan-2-one), CC(=O)OI1(C=2C=CC=CC2C(=O)O1)(OC(=O)C)OC(=O)C (Dess-Martin reagent). Solvent: ClCCl (dichloromethane). Run at time 3 hour. Yields the product FC1=C(C(=CC=C1)OC=1C=NC2=C(C=CC=C2C1)F)C(C(C)=O)=O (1-[2-fluoro-6-(8-fluoroquinolin-3-yloxy)-phenyl]-propane-1,2-dione). The yield is 57.5%. As a reaction SMILES: [F:1][C:2]1[CH:7]=[CH:6][CH:5]=[C:4]([O:8][C:9]2[CH:10]=[N:11][C:12]3[C:17]([CH:18]=2)=[CH:16][CH:15]=[CH:14][C:13]=3[F:19])[C:3]=1[CH:20]([OH:24])[C:21](=[O:23])[CH3:22].CC(OI1(OC(C)=O)(OC(C)=O)OC(=O)C2C=CC=CC1=2)=O>ClCCl>[F:1][C:2]1[CH:7]=[CH:6][CH:5]=[C:4]([O:8][C:9]2[CH:10]=[N:11][C:12]3[C:17]([CH:18]=2)=[CH:16][CH:15]=[CH:14][C:13]=3[F:19])[C:3]=1[C:20](=[O:24])[C:21](=[O:23])[CH3:22]. Reported procedure: After 0.14 g of 1-[2-fluoro-6-(8-fluoroquinolin-3-yloxy)-phenyl]-1-hydroxy-propan-2-one was dissolved in 10 ml of dichloromethane, 0.91 g of Dess-Martin reagent was added thereto at 0° C. After 3 hours of stirring, the reaction solution was concentrated and purified by silica gel column chromatography to obtain 0.08 g of 1-[2-fluoro-6-(8-fluoroquinolin-3-yloxy)-phenyl]-propane-1,2-dione (Compound Number 396). The reactants are CC(=O)Cl, NCc1cccc2cc(S(=O)(=O)c3ccccc3)ccc12, c1ccncc1. The product is CC(=O)NCc1cccc2cc(S(=O)(=O)c3ccccc3)ccc12. As a reaction SMILES: [CH3:22][C:23]([Cl:24])=[O:25].[c:1]1([S:7](=[O:8])(=[O:9])[c:10]2[cH:11][c:12]3[cH:13][cH:14][cH:15][c:16]([CH2:20][NH2:21])[c:17]3[cH:18][cH:19]2)[cH:2][cH:3][cH:4][cH:5][cH:6]1.[cH:26]1[cH:27][cH:28][n:29][cH:30][cH:31]1>>[c:1]1([S:7](=[O:8])(=[O:9])[c:10]2[cH:11][c:12]3[cH:13][cH:14][cH:15][c:16]([CH2:20][NH:21][C:23]([CH3:22])=[O:25])[c:17]3[cH:18][cH:19]2)[cH:2][cH:3][cH:4][cH:5][cH:6]1.